From a dataset of the Open Reaction Database (ORD), a public repository of structured organic reaction records. describe an organic reaction: reactants, conditions, products, and yield Reactants: C(C1=CC=CC=C1)C#N (benzyl cyanide), CC[O-].[Na+] (sodium ethylate), C(C(=O)OCC)(=O)OCC (diethyl oxalate), II. The product is C1(=CC=CC=C1)C(C(C(=O)OCC)=O)C#N (ethyl phenylcyanopyruvate). Isolated yield 90.0%. RXN SMILES: [CH2:1]([C:8]#[N:9])[C:2]1[CH:7]=[CH:6][CH:5]=[CH:4][CH:3]=1.CC[O-].[Na+].[C:14](OCC)(=[O:20])[C:15]([O:17][CH2:18][CH3:19])=[O:16]>>[C:2]1([CH:1]([C:8]#[N:9])[C:14](=[O:20])[C:15]([O:17][CH2:18][CH3:19])=[O:16])[CH:7]=[CH:6][CH:5]=[CH:4][CH:3]=1 |f:1.2|. Reported procedure: Reaction of benzyl cyanide, sodium ethylate and diethyl oxalate according to the method described in Org. Synth. Coll. Vol. II (1943) 287 and Chem. Ber. 107 (1974) 2794-2795 in alcohol, acidification with conc. (37%) hydrochloric acid to pH 2 and subsequent recrystallization of the separated precipitate from ethanol yielded ethyl phenylcyanopyruvate in 90% yield as yellow crystals, melting point 127°-128°.